This data is from the Open Reaction Database (ORD), a public repository of structured organic reaction records. The task is: describe an organic reaction: reactants, conditions, products, and yield Reactants: C(C)O[C@@H]1[C@@H](CN(C1)C1=NC=CC=N1)NC1=NC(=C(N=C1CC)C=1C(=NC(=CC1)OC)C)CC (N-[(3R,4S)-4-ethoxy-1-pyrimidin-2-ylpyrrolidin-3-yl]-3,6-diethyl-5-(6-methoxy-2-methylpyridin-3-yl)pyrazin-2-amine), BrC1=NC=CC=C1 (2-bromo pyridine), CN(C1=CC(=C(C=N1)C=1N=C(C(=NC1CC)N[C@@H]1CNC[C@@H]1OCC)CC)C)C (5-[6-(dimethylamino)-4-methylpyridin-3-yl]-N-[(3R,4S)-4-ethoxypyrrolidin-3-yl]-3,6-diethylpyrazin-2-amine). Product: CN(C1=CC(=C(C=N1)C=1N=C(C(=NC1CC)N[C@@H]1CN(C[C@@H]1OCC)C1=NC=CC=C1)CC)C)C (5-[6-(dimethylamino)-4-methylpyridin-3-yl]-N-[(3R,4S)-4-ethoxy-1-pyridin-2-ylpyrrolidin-3-yl]-3,6-diethylpyrazin-2-amine). As a reaction SMILES: C(O[C@H]1CN(C2N=CC=CN=2)C[C@H]1NC1C(CC)=NC([C:24]2[C:25](C)=[N:26][C:27](OC)=[CH:28][CH:29]=2)=C(CC)N=1)C.BrC1C=CC=CN=1.[CH3:42][N:43]([CH3:70])[C:44]1[N:49]=[CH:48][C:47]([C:50]2[N:51]=[C:52]([CH2:67][CH3:68])[C:53]([NH:58][C@H:59]3[C@@H:63]([O:64][CH2:65][CH3:66])[CH2:62][NH:61][CH2:60]3)=[N:54][C:55]=2[CH2:56][CH3:57])=[C:46]([CH3:69])[CH:45]=1>>[CH3:70][N:43]([CH3:42])[C:44]1[N:49]=[CH:48][C:47]([C:50]2[N:51]=[C:52]([CH2:67][CH3:68])[C:53]([NH:58][C@H:59]3[C@@H:63]([O:64][CH2:65][CH3:66])[CH2:62][N:61]([C:25]4[CH:24]=[CH:29][CH:28]=[CH:27][N:26]=4)[CH2:60]3)=[N:54][C:55]=2[CH2:56][CH3:57])=[C:46]([CH3:69])[CH:45]=1. Procedure details: Following the procedure for the preparation of N-[(3R,4S)-4-ethoxy-1-pyrimidin-2-ylpyrrolidin-3-yl]-3,6-diethyl-5-(6-methoxy-2-methylpyridin-3-yl)pyrazin-2-amine but substituting 2-bromo pyridine and 5-[6-(dimethylamino)-4-methylpyridin-3-yl]-N-[(3R,4S)-4-ethoxypyrrolidin-3-yl]-3,6-diethylpyrazin-2-amine provided the title compound as an amporphous solid: 1H NMR (400 MHz, CDCl3) δ) 8.19, 7.99, 7.47, 6.58, 6.46, 6.41, 5.25, 4.90, 4.25, 4.02, 3.80–3.72, 3.55, 3.40, 3.13, 2.70, 2.54, 2.12, 1.29, 1.... The reactants are C(#N)C=1C(=NN(C1NC(C(=O)OCC)=O)C)C=1N(C(=CN1)[N+](=O)[O-])C (N-[4-cyano-1-methyl-3-(1-methyl-5-nitroimidazol-2-yl)pyrazol-5-yl]oxamic acid, ethyl ester), C(C)O (ethanol), N-[4-cyano-1-methyl-3-(1-methyl-5-nitroimidiazol-2-yl)pyrazol-5-yl]oxamic acid, ethyl ester, ammonium salt. Reagents/catalysts: N (ammonia). Solvent: O (water). Yields the product [NH4+].C(#N)C=1C(=NN(C1NC(C(=O)OCC)=O)C)C=1N(C(=CN1)[N+](=O)[O-])C (N-[4-Cyano-1-methyl-3-(1-methyl-5-nitroimidazol-2-yl)pyrazol-5-yl]oxamic acid, ethyl ester, ammonium salt). RXN SMILES: [C:1]([C:3]1[C:4]([C:17]2[N:18]([CH3:25])[C:19]([N+:22]([O-:24])=[O:23])=[CH:20][N:21]=2)=[N:5][N:6]([CH3:16])[C:7]=1[NH:8][C:9](=[O:15])[C:10]([O:12][CH2:13][CH3:14])=[O:11])#[N:2].C(O)C>N.O>[NH4+:2].[C:1]([C:3]1[C:4]([C:17]2[N:18]([CH3:25])[C:19]([N+:22]([O-:24])=[O:23])=[CH:20][N:21]=2)=[N:5][N:6]([CH3:16])[C:7]=1[NH:8][C:9](=[O:15])[C:10]([O:12][CH2:13][CH3:14])=[O:11])#[N:2] |f:4.5|. Reported procedure: To a suspension of 0.5 g. of N-[4-cyano-1-methyl-3-(1-methyl-5-nitroimidazol-2-yl)pyrazol-5-yl]oxamic acid, ethyl ester, in 25 ml. of ethanol, there were added with stirring, six drops of 28 percent ammonia in water. The mixture was stirred overnight at ambient room temperature. The reaction mixture was filtered and the solid which was collected was stirred for a few minutes in acetone at ambient room temperature and the solvent filtered off and discarded. The solid which was obtained weighed ab...